From a dataset of the Open Reaction Database (ORD), a public repository of structured organic reaction records. describe an organic reaction: reactants, conditions, products, and yield Yields the product CS(=O)(=O)Cc1ccc(C(=NN)c2ccc(Cl)cc2)cc1. RXN SMILES: [CH3:24][CH2:25][OH:26].[CH3:27][C:28](=[O:29])[OH:30].[Cl:1][c:2]1[cH:3][cH:4][c:5]([C:6](=[O:7])[c:8]2[cH:9][cH:10][c:11]([CH2:14][S:15](=[O:16])(=[O:17])[CH3:18])[cH:12][cH:13]2)[cH:19][cH:20]1.[NH2:22][NH2:23].[OH2:21]>>[Cl:1][c:2]1[cH:3][cH:4][c:5]([C:6]([c:8]2[cH:9][cH:10][c:11]([CH2:14][S:15](=[O:16])(=[O:17])[CH3:18])[cH:12][cH:13]2)=[N:22][NH2:23])[cH:19][cH:20]1. The reactants are CCO, CC(=O)O, CS(=O)(=O)Cc1ccc(C(=O)c2ccc(Cl)cc2)cc1, NN, O. The reactants are C(C)(C)(C)OC(=O)N1[C@H](C(=O)O)CC(C1)=O (1-(tert-butoxycarbonyl)-4-oxoproline), C1(=CC=CC=C1)C(C(=O)Cl)C1=CC=CC=C1 (diphenylacetyl chloride), C1(=CC=CC2=CC=CC=C12)CN (1-naphthylmethylamine). Yields the product C1(=CC=CC=C1)C(C(=O)N1[C@@H](CC(C1)=O)C(=O)NCC1=CC=CC2=CC=CC=C12)C1=CC=CC=C1 ((2S)-1-(diphenylacetyl)-N-(1-naphthylmethyl)-4-oxo-2-pyrrolidinecarboxamide). As a reaction SMILES: C(O[C:6]([N:8]1[CH2:15][C:14](=[O:16])[CH2:13][C@H:9]1[C:10]([OH:12])=O)=[O:7])(C)(C)C.[C:17]1([CH:23]([C:27]2[CH:32]=[CH:31][CH:30]=[CH:29][CH:28]=2)C(Cl)=O)[CH:22]=[CH:21][CH:20]=[CH:19][CH:18]=1.[C:33]1([CH2:43][NH2:44])[C:42]2[C:37](=[CH:38][CH:39]=[CH:40][CH:41]=2)[CH:36]=[CH:35][CH:34]=1>>[C:27]1([CH:23]([C:17]2[CH:18]=[CH:19][CH:20]=[CH:21][CH:22]=2)[C:6]([N:8]2[CH2:15][C:14](=[O:16])[CH2:13][C@H:9]2[C:10]([NH:44][CH2:43][C:33]2[C:42]3[C:37](=[CH:38][CH:39]=[CH:40][CH:41]=3)[CH:36]=[CH:35][CH:34]=2)=[O:12])=[O:7])[CH:28]=[CH:29][CH:30]=[CH:31][CH:32]=1. Reported procedure: Following the general method as outlined in Example 22, starting from 1-(tert-butoxycarbonyl)-4-oxoproline, diphenylacetyl chloride, and 1-naphthylmethylamine the title com-pound was obtained in 60% purity by LC/MS. MS(ESI+): m/z=463.4. The reactants are C=CC(=O)N1c2ccccc2CC1C(=O)OCC, CS(C)=O, [K+], [Na+], [OH-], [OH-], O. Yields the product C=CC(=O)N1c2ccccc2CC1C(=O)O. Reaction SMILES: [CH2:1]([CH3:2])[O:3][C:4](=[O:5])[CH:6]1[N:7]([C:15]([CH:16]=[CH2:17])=[O:18])[c:8]2[cH:9][cH:10][cH:11][cH:12][c:13]2[CH2:14]1.[CH3:19][S:20]([CH3:21])=[O:22].[K+:24].[Na+:27].[OH-:23].[OH-:26].[OH2:25]>>[O:3]=[C:4]([OH:5])[CH:6]1[N:7]([C:15]([CH:16]=[CH2:17])=[O:18])[c:8]2[cH:9][cH:10][cH:11][cH:12][c:13]2[CH2:14]1. Starting materials: Cl (HCl), COC(=O)C=1N=C(C2=CC(=CC=C2C1O)OC1=CC=CC=C1)Br (1-bromo-4-hydroxy-7-phenoxy-isoquinoline-3-carboxylic acid methyl ester), FC=1C=C(C=NC1)B(O)O (5-fluoropyridine-3-boronic acid), C(=O)([O-])[O-].[Cs+].[Cs+] (Cs2CO3). Reagents/catalysts: C=1C=CC(=CC1)[P](C=2C=CC=CC2)(C=3C=CC=CC3)[Pd]([P](C=4C=CC=CC4)(C=5C=CC=CC5)C=6C=CC=CC6)([P](C=7C=CC=CC7)(C=8C=CC=CC8)C=9C=CC=CC9)[P](C=1C=CC=CC1)(C=1C=CC=CC1)C=1C=CC=CC1 (Pd(PPh3)4). Solvent: [Cl-].[Na+].O (brine), CCOC(=O)C (EtOAc), CN(C)C=O (DMF). Run at temperature 100 celsius. Product: COC(=O)C=1N=C(C2=CC(=CC=C2C1O)OC1=CC=CC=C1)C=1C=NC=C(C1)F (1-(5-Fluoro-pyridin-3-yl)-4-hydroxy-7-phenoxy-isoquinoline-3-carboxylic acid methyl ester). Isolated yield 32.7%. Reaction SMILES: [CH3:1][O:2][C:3]([C:5]1[N:6]=[C:7](Br)[C:8]2[C:13]([C:14]=1[OH:15])=[CH:12][CH:11]=[C:10]([O:16][C:17]1[CH:22]=[CH:21][CH:20]=[CH:19][CH:18]=1)[CH:9]=2)=[O:4].[F:24][C:25]1[CH:26]=[C:27](B(O)O)[CH:28]=[N:29][CH:30]=1.C([O-])([O-])=O.[Cs+].[Cs+].Cl>CN(C=O)C.[Cl-].[Na+].O.C1C=CC([P]([Pd]([P](C2C=CC=CC=2)(C2C=CC=CC=2)C2C=CC=CC=2)([P](C2C=CC=CC=2)(C2C=CC=CC=2)C2C=CC=CC=2)[P](C2C=CC=CC=2)(C2C=CC=CC=2)C2C=CC=CC=2)(C2C=CC=CC=2)C2C=CC=CC=2)=CC=1.CCOC(C)=O>[CH3:1][O:2][C:3]([C:5]1[N:6]=[C:7]([C:27]2[CH:28]=[N:29][CH:30]=[C:25]([F:24])[CH:26]=2)[C:8]2[C:13]([C:14]=1[OH:15])=[CH:12][CH:11]=[C:10]([O:16][C:17]1[CH:22]=[CH:21][CH:20]=[CH:19][CH:18]=1)[CH:9]=2)=[O:4] |f:2.3.4,7.8.9,^1:52,54,73,92|. Reported procedure: A mixture of 1-bromo-4-hydroxy-7-phenoxy-isoquinoline-3-carboxylic acid methyl ester (150 mg, 0.40 mmol), 5-fluoropyridine-3-boronic acid (70 mg, 0.48 mmol), Pd(PPh3)4 (46 mg, 0.040 mmol) and Cs2CO3 (261 mg, 0.80 mmol) in DMF (4 mL) was heated at 100° C. for 16 h under N2 atmosphere. After cooling the mixture to r.t., brine (10 mL) and EtOAc (40 mL) were added. 1 M HCl was added with stirring until pH was ˜4. The aqueous layer was extracted with additional EtOAc, and the organic layers were comb... The reactants are [N-]=[N+]=[N-].[Na+] (sodium azide), FC(OC=1C=C(C(CBr)=O)C=CC1)(F)F (3-(trifluoromethoxy)-phenacyl bromide). Yields the product N(=[N+]=[N-])CC(=O)C1=CC(=CC=C1)OC(F)(F)F (2-azido-1-(3-(trifluoromethoxy)phenyl)ethanone). Solvent: CO (methanol). RXN SMILES: [N-:1]=[N+:2]=[N-:3].[Na+].[F:5][C:6]([F:19])([F:18])[O:7][C:8]1[CH:9]=[C:10]([CH:15]=[CH:16][CH:17]=1)[C:11](=[O:14])[CH2:12]Br>CO>[N:1]([CH2:12][C:11]([C:10]1[CH:15]=[CH:16][CH:17]=[C:8]([O:7][C:6]([F:5])([F:18])[F:19])[CH:9]=1)=[O:14])=[N+:2]=[N-:3] |f:0.1|. The yield is 90.5%. Procedure: Add sodium azide (583 mg, 8.96 mmol) to a solution of 3-(trifluoromethoxy)-phenacyl bromide (2.17 g, 7.66 mmol) in methanol (20 mL). Stir at room temperature for 2 h. Concentrate the mixture in vacuo. Dissolve the residue in EtOAc (20 mL) and wash with water (10 mL). Dry the organic layer (Na2SO4), filter, and concentrate filtrate in vacuo to provide 2-azido-1-(3-(trifluoromethoxy)phenyl)ethanone (1.70 g, 91%). 1H-NMR (CDCl3): δ7.83 (m, 1H), 7.77 (s, 1H), 7.56 (m, 1H), 7.49 (m, 1H), 4.55 (s, 2H)... Conditions: time 2 hour. The reactants are CN(C)C=O, CC(C)OC(=O)CCl, [Na], O, O, O, O=C1NS(=O)(=O)c2ccccc21. The product is CC(C)OC(=O)CN1C(=O)c2ccccc2S1(=O)=O. Reaction SMILES: [CH3:24][N:25]([CH3:26])[CH:27]=[O:28].[Cl:1][CH2:2][C:3](=[O:4])[O:5][CH:6]([CH3:7])[CH3:8].[Na:11].[OH2:10].[OH2:29].[OH2:9].[S:12]1(=[O:13])(=[O:14])[NH:15][C:16](=[O:17])[c:18]2[cH:19][cH:20][cH:21][cH:22][c:23]21>>[CH2:2]([C:3](=[O:4])[O:5][CH:6]([CH3:7])[CH3:8])[N:15]1[S:12](=[O:13])(=[O:14])[c:23]2[c:18]([cH:19][cH:20][cH:21][cH:22]2)[C:16]1=[O:17]. The reactants are CC(C)(C)OC(=O)CBr, COC(=O)C1C(=O)N(CC#N)C(=O)c2ccccc21, Cl, [K+], [K+], O=C([O-])[O-], CN(C)C=O, O. Yields the product COC(=O)C1(CC(=O)OC(C)(C)C)C(=O)N(CC#N)C(=O)c2ccccc21. RXN SMILES: [Br:26][CH2:27][C:28](=[O:29])[O:30][C:31]([CH3:32])([CH3:33])[CH3:34].[CH3:1][O:2][C:3](=[O:4])[CH:5]1[C:6](=[O:19])[N:7]([CH2:16][C:17]#[N:18])[C:8](=[O:15])[c:9]2[cH:10][cH:11][cH:12][cH:13][c:14]21.[ClH:35].[K+:20].[K+:21].[O-:22][C:23]([O-:24])=[O:25].[O:37]=[CH:38][N:39]([CH3:40])[CH3:41].[OH2:36]>>[CH3:1][O:2][C:3](=[O:4])[C:5]1([CH2:27][C:28](=[O:29])[O:30][C:31]([CH3:32])([CH3:33])[CH3:34])[C:6](=[O:19])[N:7]([CH2:16][C:17]#[N:18])[C:8](=[O:15])[c:9]2[cH:10][cH:11][cH:12][cH:13][c:14]21.